This data is from the Open Reaction Database (ORD), a public repository of structured organic reaction records. The task is: describe an organic reaction: reactants, conditions, products, and yield Reactants: CC(C)(C)C#CC=CCBr, O=C([O-])[O-], CN(C)C=O, CC(=O)c1cccc(CNC2CC2)c1, [K+], [K+]. Product: CC(=O)c1cccc(CN(CC=CC#CC(C)(C)C)C2CC2)c1. Reaction SMILES: [Br:21][CH2:22][CH:23]=[CH:24][C:25]#[C:26][C:27]([CH3:28])([CH3:29])[CH3:30].[C:15](=[O:16])([O-:17])[O-:18].[CH3:31][N:32]([CH3:33])[CH:34]=[O:35].[CH:1]1([NH:4][CH2:5][c:6]2[cH:7][c:8]([C:12]([CH3:13])=[O:14])[cH:9][cH:10][cH:11]2)[CH2:2][CH2:3]1.[K+:19].[K+:20]>>[CH:1]1([N:4]([CH2:5][c:6]2[cH:7][c:8]([C:12]([CH3:13])=[O:14])[cH:9][cH:10][cH:11]2)[CH2:22][CH:23]=[CH:24][C:25]#[C:26][C:27]([CH3:28])([CH3:29])[CH3:30])[CH2:2][CH2:3]1. The reactants are OCC#CCO, CN1CCCN(C)C1=O, Cc1ccc(-c2c(Cl)ncnc2NS(=O)(=O)c2ccc(C(C)C)cn2)cc1, [H-], [Na+], CN(C)C=O. The product is Cc1ccc(-c2c(NS(=O)(=O)c3ccc(C(C)C)cn3)ncnc2OCC#CCO)cc1. As a reaction SMILES: [CH2:1]([C:2]#[C:3][CH2:4][OH:5])[OH:6].[CH3:41][N:42]1[CH2:43][CH2:44][CH2:45][N:46]([CH3:47])[C:48]1=[O:49].[CH:9]([CH3:10])([CH3:11])[c:12]1[cH:13][cH:14][c:15]([S:18](=[O:19])(=[O:20])[NH:21][c:22]2[n:23][cH:24][n:25][c:26]([Cl:35])[c:27]2-[c:28]2[cH:29][cH:30][c:31]([CH3:34])[cH:32][cH:33]2)[n:16][cH:17]1.[H-:8].[Na+:7].[O:36]=[CH:37][N:38]([CH3:39])[CH3:40]>>[CH2:1]([C:2]#[C:3][CH2:4][O:5][c:26]1[n:25][cH:24][n:23][c:22]([NH:21][S:18]([c:15]2[cH:14][cH:13][c:12]([CH:9]([CH3:10])[CH3:11])[cH:17][n:16]2)(=[O:19])=[O:20])[c:27]1-[c:28]1[cH:29][cH:30][c:31]([CH3:34])[cH:32][cH:33]1)[OH:6]. The reactants are C[O-].[Na+] (sodium methoxide), N1C(C2(CCC1=O)CCC(C1=CC=CC=C12)=O)=O (2,3-dihydrospiro-[naphthalene-1(4H),3'-piperidine]-2',4,6'-trione), S(=O)(=O)(OC)OC (dimethyl sulfate). Solvent: CN(C=O)C (dimethylformamide). Run at time 15 minute. Yields the product CN1C(C2(CCC1=O)CCC(C1=CC=CC=C12)=O)=O (1'-methyl-2,3-dihydrospiro-[naphthalene-1(4H),3'-piperidine]-2',4,6'-trione). Yield: 17.5%. RXN SMILES: [NH:1]1[C:6](=[O:7])[CH2:5][CH2:4][C:3]2([C:16]3[C:11](=[CH:12][CH:13]=[CH:14][CH:15]=3)[C:10](=[O:17])[CH2:9][CH2:8]2)[C:2]1=[O:18].C[O-].[Na+].S(OC)(O[CH3:26])(=O)=O>CN(C)C=O>[CH3:26][N:1]1[C:6](=[O:7])[CH2:5][CH2:4][C:3]2([C:16]3[C:11](=[CH:12][CH:13]=[CH:14][CH:15]=3)[C:10](=[O:17])[CH2:9][CH2:8]2)[C:2]1=[O:18] |f:1.2|. Reported procedure: To 24.3 grams (0.1 M) of 2,3-dihydrospiro-[naphthalene-1(4H),3'-piperidine]-2',4,6'-trione in 100 milliliters of dry dimethylformamide was added with stirring 5.4 grams (0.1 M) of sodium methoxide. This was followed by 17.0 milliliters of dimethyl sulfate. The reaction mixture became clear and was slightly exothermic. After stirring for 15 minutes, 50 milliliters of solvent was removed at reduced pressure on a steam bath. The resulting solution was cooled and added to 1 liter of ice water. The r... The reactants are O=C(O)c1cnc2sc(Br)cc2c1O, O=C(c1ncc[nH]1)c1ncc[nH]1, CC(=O)O, NCc1ccc(Cl)cc1, CN(C)C=O. Yields the product O=C(NCc1ccc(Cl)cc1)c1cnc2sc(Br)cc2c1O. As a reaction SMILES: [Br:13][c:14]1[cH:15][c:16]2[c:17]([n:18][cH:19][c:20]([C:23](=[O:24])[OH:25])[c:21]2[OH:22])[s:26]1.[C:1]([c:2]1[nH:3][cH:4][cH:5][n:6]1)([c:7]1[nH:8][cH:9][cH:10][n:11]1)=[O:12].[C:36]([OH:37])(=[O:38])[CH3:39].[Cl:27][c:28]1[cH:29][cH:30][c:31]([CH2:32][NH2:33])[cH:34][cH:35]1.[O:40]=[CH:41][N:42]([CH3:43])[CH3:44]>>[Br:13][c:14]1[cH:15][c:16]2[c:17]([n:18][cH:19][c:20]([C:23](=[O:25])[NH:33][CH2:32][c:31]3[cH:30][cH:29][c:28]([Cl:27])[cH:35][cH:34]3)[c:21]2[OH:22])[s:26]1. The reactants are CNC(C)CO, Oc1ccc(Nc2ncnc3cccc(F)c23)cc1Cl. Yields the product CNC(C)COc1cccc2ncnc(Nc3ccc(O)c(Cl)c3)c12. Reaction SMILES: [CH3:1][NH:2][CH:3]([CH2:4][OH:5])[CH3:6].[Cl:7][c:8]1[c:9]([OH:26])[cH:10][cH:11][c:12]([NH:14][c:15]2[n:16][cH:17][n:18][c:19]3[cH:20][cH:21][cH:22][c:23]([F:25])[c:24]23)[cH:13]1>>[CH3:1][NH:2][CH:3]([CH2:4][O:5][c:23]1[cH:22][cH:21][cH:20][c:19]2[n:18][cH:17][n:16][c:15]([NH:14][c:12]3[cH:11][cH:10][c:9]([OH:26])[c:8]([Cl:7])[cH:13]3)[c:24]21)[CH3:6]. Reactants: [H-].[Na+] (NaH), ice water, [N+](=O)([O-])C1=CC=C2C=CNC2=C1 (6-Nitro-1H-indole), BrCC(=O)OCC (ethyl bromoacetate). Solvent: CN(C)C=O (DMF). Run at temperature 0 celsius, time 1 hour. Yields the product [N+](=O)([O-])C1=CC=C2C=CN(C2=C1)CC(=O)OCC (Ethyl 2-(6-nitro-1H-indol-1-yl)acetate). Isolated yield 57.0%. RXN SMILES: [H-].[Na+].[N+:3]([C:6]1[CH:14]=[C:13]2[C:9]([CH:10]=[CH:11][NH:12]2)=[CH:8][CH:7]=1)([O-:5])=[O:4].Br[CH2:16][C:17]([O:19][CH2:20][CH3:21])=[O:18]>CN(C=O)C>[N+:3]([C:6]1[CH:14]=[C:13]2[C:9]([CH:10]=[CH:11][N:12]2[CH2:16][C:17]([O:19][CH2:20][CH3:21])=[O:18])=[CH:8][CH:7]=1)([O-:5])=[O:4] |f:0.1|. Reported procedure: NaH (37 mmol, 2 equiv.) was taken up in DMF (25 ml) and cooled to 0° C. 6-Nitro-1H-indole (18.5 mmol, 1 equiv.) was added in portions, and the mixture was stirred for 1 h at 25° C. The reaction mixture was cooled to 0° C. again, ethyl bromoacetate (22.22 mmol, 1.2 equiv.) was added dropwise, and the mixture was stirred for 2 h at 25° C. The reaction mixture was then poured into ice-water and extracted with ethyl acetate (2×100 ml). The combined organic phases were washed with sat. NaCl solution ... Starting materials: [Ni] (nickel), [Ni] (nickel), S(=O)(=O)([O-])[O-].[Ni+2] (nickel sulphate), solution ( 87 ). Product: S(O)(O)(=O)=O.S(=O)(=O)([O-])[O-].[Ni+2] (sulphuric acid nickel sulphate), solution ( 84 ). As a reaction SMILES: [S:1]([O-:5])([O-:4])(=[O:3])=[O:2].[Ni+2:6].[Ni]>>[S:1](=[O:3])(=[O:2])([OH:5])[OH:4].[S:1]([O-:5])([O-:4])(=[O:3])=[O:2].[Ni+2:6] |f:0.1,3.4.5|. Procedure: Sulphuric acid/nickel sulphate strip solution (84) is introduced into mixing stage (83). Following mixing, the organic and aqueous phases are allowed to separate out at stage (85) to give the barren organic extractant (86) in the upper layer and a nickel sulphate rich solution (87). This solution (87) is transferred to a nickel electrowinning stage (88) where nickel metal (89) is produced as well as sulphuric acid/nickel sulphate strip solution (84). Reported procedure: An 11.8 g. portion of 4,9-dihydro-10H-thieno[3,4-b][1,5]benzodiazepin-10-one in 175 ml. of dimethylformamide is stirred. A 2.8 g. portion of 50% sodium hydride in mineral oil is treated with hexane to remove the mineral oil and then added to the reaction mixture. After 2 hours of stirring, 6.7 g. (7.2 ml.) of methallyl chloride is added. The mixture is stirred overnight and poured into ice-water. The mixture is extracted with four 250 ml. portions of methylene chloride. The extracts are combined... The reactants are C=1SC=C2NC3=C(NC(C21)=O)C=CC=C3 (4,9-dihydro-10H-thieno[3,4-b][1,5]benzodiazepin-10-one), CN(C=O)C (dimethylformamide), [H-].[Na+] (sodium hydride), CCCCCC (hexane). Conditions: time 2 hour. Product: CC(CN1C(C=2C(NC3=C1C=CC=C3)=CSC2)=O)=C (4,9-Dihydro-9-(2-methylallyl)-10H-thieno[3,4-b][1,5]benzodiazepin-10-one). RXN SMILES: [CH:1]1[S:2][CH:3]=[C:4]2[C:10]=1[C:9](=[O:11])[NH:8][C:7]1[CH:12]=[CH:13][CH:14]=[CH:15][C:6]=1[NH:5]2.[CH3:16]N(C)C=O.[H-].[Na+].CCC[CH2:26][CH2:27][CH3:28]>>[CH3:16][C:27](=[CH2:26])[CH2:28][N:8]1[C:7]2[CH:12]=[CH:13][CH:14]=[CH:15][C:6]=2[NH:5][C:4]2=[CH:3][S:2][CH:1]=[C:10]2[C:9]1=[O:11] |f:2.3|. Reactants: CCCO, O=c1[nH]c(=O)c2[nH]cnc2[nH]1. Product: O=c1[nH]cnc2nc[nH]c12. Reaction SMILES: [CH2:12]([OH:13])[CH2:14][CH3:15].[nH:1]1[c:2](=[O:3])[nH:4][c:5]2[n:6][cH:7][nH:8][c:9]2[c:10]1=[O:11]>>[nH:1]1[cH:2][n:4][c:5]2[n:6][cH:7][nH:8][c:9]2[c:10]1=[O:11]. The reactants are BrC1=CC=CC(=N1)NCC1=CC(=CC=C1)F (6-bromo-N-(3-fluorobenzyl)pyridin-2-amine), ClC1=NC=C(C(=C1)B(O)O)F (2-chloro-5-fluoropyridin-4-yl-boronic acid), C(Cl)Cl (CH2Cl2). The reagents and catalysts are C1=CC=C(C=C1)P([C-]2C=CC=C2)C3=CC=CC=C3.C1=CC=C(C=C1)P([C-]2C=CC=C2)C3=CC=CC=C3.Cl[Pd]Cl.[Fe+2] (PdCl2(dppf)). Solvent: COCCOC (DME), C(=O)([O-])[O-].[Na+].[Na+] (Na2CO3). Run at temperature 110 celsius. The product is ClC1=NC=C(C(=C1)C1=NC(=CC=C1)NCC1=CC(=CC=C1)F)F (2′-chloro-5′-fluoro-N-(3-fluorobenzyl)-2,4′-bipyridin-6-amine). The yield is 11.2%. RXN SMILES: Br[C:2]1[N:7]=[C:6]([NH:8][CH2:9][C:10]2[CH:15]=[CH:14][CH:13]=[C:12]([F:16])[CH:11]=2)[CH:5]=[CH:4][CH:3]=1.[Cl:17][C:18]1[CH:23]=[C:22](B(O)O)[C:21]([F:27])=[CH:20][N:19]=1.C(Cl)Cl>COCCOC.C([O-])([O-])=O.[Na+].[Na+].C1C=CC(P(C2C=CC=CC=2)[C-]2C=CC=C2)=CC=1.C1C=CC(P(C2C=CC=CC=2)[C-]2C=CC=C2)=CC=1.Cl[Pd]Cl.[Fe+2]>[Cl:17][C:18]1[CH:23]=[C:22]([C:2]2[CH:3]=[CH:4][CH:5]=[C:6]([NH:8][CH2:9][C:10]3[CH:15]=[CH:14][CH:13]=[C:12]([F:16])[CH:11]=3)[N:7]=2)[C:21]([F:27])=[CH:20][N:19]=1 |f:4.5.6,7.8.9.10|. Procedure details: To a solution of 6-bromo-N-(3-fluorobenzyl)pyridin-2-amine (636 mg, 2.262 mmol) and 2-chloro-5-fluoropyridin-4-yl-boronic acid (555 mg, 3.17 mmol) in DME (4 ml) and 2M Na2CO3 aq (2 ml) was added PdCl2(dppf). CH2Cl2 adduct (92 mg, 0.113 mmol). This was then heated at 110° C. for 16 hours. The reaction mixture was allowed to cool and then the DME was evaporated under reduced pressure. The resulting residue was partitioned between EtOAc and water. The organics were combined, then washed with H2O (×...